From a dataset of the Open Reaction Database (ORD), a public repository of structured organic reaction records. describe an organic reaction: reactants, conditions, products, and yield Starting materials: C(C)OC(CN1C([C@H](C[C@H]1CC1=CC=CC=C1)CCC1=NC=2NCCCC2C=C1)=O)=O ({5(S)-benzyl-2-oxo-3(S)-[2-(5,6,7,8-tetrahydro-[1,8]naphthyridin-2-yl)-ethyl]-pyrrolidin-1-yl}-acetic acid ethyl ester), Cl (HCl). Reaction conditions: temperature 60 celsius. The product is Cl.C(C1=CC=CC=C1)[C@@H]1C[C@@H](C(N1CC(=O)O)=O)CCC1=NC=2NCCCC2C=C1 ({5(s)-benzyl-2-oxo-3(S)-[2-(5,6,7,8-tetrahydro-[1,8]naphthyridin-2-yl)-ethyl]-pyrrolidin-1-yl}-acetic acid hydrochloride). Reaction SMILES: C([O:3][C:4](=[O:31])[CH2:5][N:6]1[C@H:10]([CH2:11][C:12]2[CH:17]=[CH:16][CH:15]=[CH:14][CH:13]=2)[CH2:9][C@H:8]([CH2:18][CH2:19][C:20]2[CH:29]=[CH:28][C:27]3[CH2:26][CH2:25][CH2:24][NH:23][C:22]=3[N:21]=2)[C:7]1=[O:30])C.[ClH:32]>>[ClH:32].[CH2:11]([C@H:10]1[N:6]([CH2:5][C:4]([OH:31])=[O:3])[C:7](=[O:30])[C@@H:8]([CH2:18][CH2:19][C:20]2[CH:29]=[CH:28][C:27]3[CH2:26][CH2:25][CH2:24][NH:23][C:22]=3[N:21]=2)[CH2:9]1)[C:12]1[CH:17]=[CH:16][CH:15]=[CH:14][CH:13]=1 |f:2.3|. Procedure: A mixture of 12-7 (150 mg, 0.3559 mmol) and 6N HCl (10 mL) was heated at 60° C. for 1 h. Evaporative removal of the solvent gave 12-8 as a yellow solid. The reactants are C[Mg]I (methyl magnesium iodide), [Mg] (magnesium), CI (methyl iodide), BrC1=CC=C(C=C1)C(C1=CC=CC=C1)OC(C1=CC=CC=C1)C1=CC=C(C=C1)Br (4-bromo-phenylbenzyl ether), ClC(=O)OCC (Ethyl chloroformate), Cl (hydrochloric acid). Run in CCOCC (ether), CCOCC (ether), CCOCC (ether), O (water). Run at time 2 day. Product: C(C)OC(=O)C1=CC=C(OCC2=CC=CC=C2)C=C1 (4-ethoxycarbonylphenoxy phenyl methane). As a reaction SMILES: C[Mg]I.[Mg].CI.BrC1C=CC([CH:14]([O:21][CH:22]([C:29]2[CH:34]=[CH:33][C:32](Br)=[CH:31][CH:30]=2)C2C=CC=CC=2)[C:15]2[CH:20]=[CH:19][CH:18]=[CH:17]C=2)=CC=1.Cl[C:37]([O:39][CH2:40][CH3:41])=[O:38].Cl>CCOCC.O>[CH2:40]([O:39][C:37]([C:19]1[CH:20]=[CH:15][C:14]([O:21][CH2:22][C:29]2[CH:30]=[CH:31][CH:32]=[CH:33][CH:34]=2)=[CH:17][CH:18]=1)=[O:38])[CH3:41]. Procedure: To a solution of methyl magnesium iodide prepared from magnesium (0.72g.; 0.03 mole) and methyl iodide (1.42g.; 0.01 mole) in ether (20ml) using standard methods, 4-bromo-phenylbenzyl ether in ether (20ml) was added dropwise with stirring then stirred until reaction was complete (1hr.). Ethyl chloroformate (3.24g.; 0.03 mole) in dry ether (20ml) was then added to the reaction mixture which was then boiled under reflux for 2 hrs. After cooling the reaction mixture was allowed to stand at room tem... Reactants: ClC1=C(C=C(C=C1)S(=O)(=O)N)[N+](=O)[O-] (4-chloro-3-nitrobenzenesulfonamide), O1CCC(CC1)CN ((tetrahydro-2H-pyran-4-yl)methanamine), Cl.Cl.CN1CCN(CC1)N (4-methylpiperazin-1-amine dihydrochloride). The product is C(#N)C=1C=C(C=CC1NCC1CCOCC1)S(=O)(=O)N (3-cyano-4-((tetrahydro-2H-pyran-4-yl)methylamino)benzenesulfonamide). As a reaction SMILES: Cl[C:2]1[CH:7]=[CH:6][C:5]([S:8]([NH2:11])(=[O:10])=[O:9])=[CH:4][C:3]=1[N+]([O-])=O.[O:15]1[CH2:20][CH2:19][CH:18]([CH2:21][NH2:22])[CH2:17][CH2:16]1.Cl.Cl.[CH3:25][N:26]1CCN(N)CC1>>[C:25]([C:3]1[CH:4]=[C:5]([S:8]([NH2:11])(=[O:10])=[O:9])[CH:6]=[CH:7][C:2]=1[NH:22][CH2:21][CH:18]1[CH2:19][CH2:20][O:15][CH2:16][CH2:17]1)#[N:26] |f:2.3.4|. Procedure details: The title compound was prepared by substituting EXAMPLE 52A for 4-chloro-3-nitrobenzenesulfonamide and (tetrahydro-2H-pyran-4-yl)methanamine for 4-methylpiperazin-1-amine dihydrochloride in EXAMPLE 6A. The reactants are Oc1ccc(Br)cc1, O=C([O-])[O-], CN(C)C=O, Cc1cc([N+](=O)[O-])c(C)cc1Cl, [K+], [K+], O. The product is Cc1cc([N+](=O)[O-])c(C)cc1Oc1ccc(Br)cc1. Reaction SMILES: [Br:1][c:2]1[cH:3][cH:4][c:5]([OH:8])[cH:6][cH:7]1.[C:9](=[O:10])([O-:11])[O-:12].[CH3:28][N:29]([CH3:30])[CH:31]=[O:32].[Cl:15][c:16]1[cH:17][c:18]([CH3:26])[c:19]([N+:23](=[O:24])[O-:25])[cH:20][c:21]1[CH3:22].[K+:13].[K+:14].[OH2:27]>>[Br:1][c:2]1[cH:3][cH:4][c:5]([O:8][c:16]2[cH:17][c:18]([CH3:26])[c:19]([N+:23](=[O:24])[O-:25])[cH:20][c:21]2[CH3:22])[cH:6][cH:7]1. Reactants: CCOC(=O)c1ccc2c(Nc3ccc(Oc4ccccc4)cc3)c(C#N)cnn12, CCO, Cl, [Na+], [OH-]. Product: N#Cc1cnn2c(C(=O)O)ccc2c1Nc1ccc(Oc2ccccc2)cc1. RXN SMILES: [CH2:1]([CH3:2])[O:3][C:4](=[O:5])[c:6]1[cH:7][cH:8][c:9]2[n:10]1[n:11][cH:12][c:13]([C:29]#[N:30])[c:14]2[NH:15][c:16]1[cH:17][cH:18][c:19]([O:22][c:23]2[cH:24][cH:25][cH:26][cH:27][cH:28]2)[cH:20][cH:21]1.[CH3:34][CH2:35][OH:36].[ClH:33].[Na+:32].[OH-:31]>>[O:3]=[C:4]([OH:5])[c:6]1[cH:7][cH:8][c:9]2[n:10]1[n:11][cH:12][c:13]([C:29]#[N:30])[c:14]2[NH:15][c:16]1[cH:17][cH:18][c:19]([O:22][c:23]2[cH:24][cH:25][cH:26][cH:27][cH:28]2)[cH:20][cH:21]1. Starting materials: S(=O)(Cl)Cl (Thionyl cloride), C1(=CC=CC=C1)N1N=CC=2C(CCCC12)CCO (2-(4,5,6,7-tetrahydro-1-phenyl-1H-indazol-4-yl)ethanol). Run in C1(=CC=CC=C1)C (toluene), C(C)(=O)OCC (ethyl acetate). Reaction conditions: temperature 90 celsius. Product: ClCCC1C=2C=NN(C2CCC1)C1=CC=CC=C1 (4-(2-chloroethyl)-4,5,6,7-tetrahydro-1-phenyl-1H-indazole). Yield: 76.0%. RXN SMILES: S(Cl)([Cl:3])=O.[C:5]1([N:11]2[C:19]3[CH2:18][CH2:17][CH2:16][CH:15]([CH2:20][CH2:21]O)[C:14]=3[CH:13]=[N:12]2)[CH:10]=[CH:9][CH:8]=[CH:7][CH:6]=1>C1(C)C=CC=CC=1.C(OCC)(=O)C>[Cl:3][CH2:21][CH2:20][CH:15]1[CH2:16][CH2:17][CH2:18][C:19]2[N:11]([C:5]3[CH:10]=[CH:9][CH:8]=[CH:7][CH:6]=3)[N:12]=[CH:13][C:14]1=2. Procedure: Thionyl cloride (4 mL) is slowly added at room temperature over a solution of 2-(4,5,6,7-tetrahydro-1-phenyl-1H-indazol-4-yl)ethanol (516 mg, 2.13 mmol) in 25 mL of toluene. The reaction mixture is heated at 90° C. during 2 hours. The solvent is eliminated at reduced pressure. The crude is diluted in ethyl acetate and washed twice with a NaHCO3 solution. The solvent is next evaporated at reduced pressure, to obtain 4-(2-chloroethyl)-4,5,6,7-tetrahydro-1-phenyl-1H-indazole (423 mg, 1.62 mmol, 76%... The reactants are C1(=CC=CC=C1)C[C@@H]1NC(OC1)=O ((S)-4-(phenylmethyl)-2-oxazolidinone), C1CCOC1 (THF), CCCCCC (hexane), C(CCC)[Li] (butyllithium), anhydride, Cl (HCl). Solvent: O (H2O). Run at time 30 minute. Yields the product O=C(CCC=C)N1C(OC[C@@H]1CC1=CC=CC=C1)=O ((4S)-3-(1-oxo-4-pentenyl)-4-(phenylmethyl)-2-oxazolidinone). Isolated yield 74.0%. As a reaction SMILES: [CH3:1][CH2:2][CH2:3][CH2:4][CH2:5]C.C([Li])CCC.[C:12]1([CH2:18][C@H:19]2[CH2:23][O:22][C:21](=[O:24])[NH:20]2)[CH:17]=[CH:16][CH:15]=[CH:14][CH:13]=1.Cl.C1C[O:29]CC1>O>[O:29]=[C:5]([N:20]1[C@@H:19]([CH2:18][C:12]2[CH:13]=[CH:14][CH:15]=[CH:16][CH:17]=2)[CH2:23][O:22][C:21]1=[O:24])[CH2:4][CH2:3][CH:2]=[CH2:1]. Procedure: Another solution was prepared by adding dropwise a 1.6M hexane solution of butyllithium (38.8 mL, 62.1 mmol) to a cooled (-78°) solution of (S)-4-(phenylmethyl)-2-oxazolidinone [10.0 g, 56.4 mmol, described by L. N. Predgen et al., J. Org. Chem., 54, 3231 (1989)] in THF (250 mL). The freshly prepared second solution was kept at -78° for 30 min and then quickly added via a cannula to the solution of mixed anhydride at -78°. The reaction mixture was stirred at -78° for 3 h. Thereafter, H2O (100 mL... The reactants are CN(CCCC1=CC=C2C=CN(C(C2=C1)=O)C=1C=C(C(=O)OC)C=CC1C)C (Methyl 3-[7-[3-(dimethylamino)propyl]-1-oxoisoquinolin-2(1H)-yl]-4-methylbenzoate), [OH-].[Na+] (NaOH), Cl (HCl). The solvent is CO (methanol). The product is CN(CCCC1=CC=C2C=CN(C(C2=C1)=O)C=1C=C(C(=O)O)C=CC1C)C (3-[7-[3-(dimethylamino)propyl]-1-oxoisoquinolin-2(1H)-yl]-4-methylbenzoic acid). As a reaction SMILES: [CH3:1][N:2]([CH3:28])[CH2:3][CH2:4][CH2:5][C:6]1[CH:15]=[C:14]2[C:9]([CH:10]=[CH:11][N:12]([C:17]3[CH:18]=[C:19]([CH:24]=[CH:25][C:26]=3[CH3:27])[C:20]([O:22]C)=[O:21])[C:13]2=[O:16])=[CH:8][CH:7]=1.[OH-].[Na+].Cl>CO>[CH3:28][N:2]([CH3:1])[CH2:3][CH2:4][CH2:5][C:6]1[CH:15]=[C:14]2[C:9]([CH:10]=[CH:11][N:12]([C:17]3[CH:18]=[C:19]([CH:24]=[CH:25][C:26]=3[CH3:27])[C:20]([OH:22])=[O:21])[C:13]2=[O:16])=[CH:8][CH:7]=1 |f:1.2|. Procedure details: Methyl 3-[7-[3-(dimethylamino)propyl]-1-oxoisoquinolin-2(1H)-yl]-4-methylbenzoate (176 mg) was stirred in a solution of methanol (2 ml) and 1N NaOH solution (0.57 ml) at 65° C. for 1 hour and then neutralised with 2N HCl (0.28 ml). The reaction mixture was concentrated and the residue was purified by column chromatography on an ion exchange column (isolute SCX column from International Sorbent Technology Limited, Henoed, Mid-Glamorgan, UK) using initially methanol and then a 99:1 mixture of meth... The product is CCOC(=O)C(CCCCC1CCN(C(=O)OCc2ccccc2)CC1)NC1COc2ccccc2N(CC(=O)OCc2ccccc2)C1=O. As a reaction SMILES: [C:58]([BH3-:59])#[N:60].[CH2:31]([c:32]1[cH:33][cH:34][cH:35][cH:36][cH:37]1)[O:38][C:39](=[O:40])[N:41]1[CH2:42][CH2:43][CH:44]([CH2:47][CH2:48][CH2:49][CH2:50][C:51]([C:52](=[O:53])[O:54][CH2:55][CH3:56])=[O:57])[CH2:45][CH2:46]1.[CH3:27][C:28](=[O:29])[O-:30].[CH3:62][CH2:63][OH:64].[CH3:65][C:66](=[O:67])[OH:68].[ClH:1].[NH2:2][CH:3]1[CH2:4][O:5][c:6]2[c:7]([cH:22][cH:23][cH:24][cH:25]2)[N:8]([CH2:11][C:12](=[O:13])[O:14][CH2:15][c:16]2[cH:17][cH:18][cH:19][cH:20][cH:21]2)[C:9]1=[O:10].[Na+:26].[Na+:61]>>[NH:2]([CH:3]1[CH2:4][O:5][c:6]2[c:7]([cH:22][cH:23][cH:24][cH:25]2)[N:8]([CH2:11][C:12](=[O:13])[O:14][CH2:15][c:16]2[cH:17][cH:18][cH:19][cH:20][cH:21]2)[C:9]1=[O:10])[CH:51]([CH2:50][CH2:49][CH2:48][CH2:47][CH:44]1[CH2:43][CH2:42][N:41]([C:39]([O:38][CH2:31][c:32]2[cH:33][cH:34][cH:35][cH:36][cH:37]2)=[O:40])[CH2:46][CH2:45]1)[C:52](=[O:53])[O:54][CH2:55][CH3:56]. Reactants: [BH3-]C#N, CCOC(=O)C(=O)CCCCC1CCN(C(=O)OCc2ccccc2)CC1, CC(=O)[O-], CCO, CC(=O)O, Cl, NC1COc2ccccc2N(CC(=O)OCc2ccccc2)C1=O, [Na+], [Na+]. The reactants are C1=CC=C2NC=C3C2=C1[C@@H]1[C@H](NCCO1)C3 (trans-4,6,6a,8,9,10a-hexahydro-7H-indolo-[3,4 gh]-[1,4]-benzoxazine), C(C)=O (acetaldehyde). The reagents and catalysts are [Pd] (Pd). Solvent: C(C)O (ethanol). Yields the product C(C)N1CCO[C@H]2[C@H]1CC=1C3=C2C=CC=C3NC1 (trans 4,6,6a,8,9,10a-hexahydro-7-ethyl-7H-indolo-[3,4 gh]-[1,4]benzoxazine). Isolated yield 58.5%. As a reaction SMILES: [CH:1]1[C:9]2[C@H:10]3[O:15][CH2:14][CH2:13][NH:12][C@@H:11]3[CH2:16][C:7]3[C:8]=2[C:4]([NH:5][CH:6]=3)=[CH:3][CH:2]=1.[CH:17](=O)[CH3:18]>[Pd].C(O)C>[CH2:17]([N:12]1[C@@H:11]2[CH2:16][C:7]3[C:8]4[C:4]([NH:5][CH:6]=3)=[CH:3][CH:2]=[CH:1][C:9]=4[C@H:10]2[O:15][CH2:14][CH2:13]1)[CH3:18]. Procedure: A suspension of trans-4,6,6a,8,9,10a-hexahydro-7H-indolo-[3,4 gh]-[1,4]-benzoxazine (650 mg, 0.03 m) acetaldehyde (260 mg, 0.006 m) and Pd/c (10%, 700 mg) in abs. ethanol (50 ml) is hydrogenated at room temperature for 4 hours. The catalyst is removed by filtration, and the solvent is removed under reduced pressure (20 mm). The oil is recrystallized from methanol to yield 430 mg of trans 4,6,6a,8,9,10a-hexahydro-7-ethyl-7H-indolo-[3,4 gh]-[1,4]benzoxazine, m.p. turns brown 200° melt 210°-213°.